From a dataset of the Open Reaction Database (ORD), a public repository of structured organic reaction records. describe an organic reaction: reactants, conditions, products, and yield Reactants: Cc1cc(SCC#Cc2ccc(C(F)(F)F)cc2)ccc1OCC(=O)OC(C)(C)C, ClCCl, O=C(O)C(F)(F)F. The product is Cc1cc(SCC#Cc2ccc(C(F)(F)F)cc2)ccc1OCC(=O)O. RXN SMILES: [C:1]([CH3:2])([CH3:3])([CH3:4])[O:5][C:6]([CH2:7][O:8][c:9]1[c:10]([CH3:29])[cH:11][c:12]([S:15][CH2:16][C:17]#[C:18][c:19]2[cH:20][cH:21][c:22]([C:25]([F:26])([F:27])[F:28])[cH:23][cH:24]2)[cH:13][cH:14]1)=[O:30].[Cl:38][CH2:39][Cl:40].[F:31][C:32]([F:33])([F:34])[C:35]([OH:36])=[O:37]>>[O:5]=[C:6]([CH2:7][O:8][c:9]1[c:10]([CH3:29])[cH:11][c:12]([S:15][CH2:16][C:17]#[C:18][c:19]2[cH:20][cH:21][c:22]([C:25]([F:26])([F:27])[F:28])[cH:23][cH:24]2)[cH:13][cH:14]1)[OH:30]. The reactants are C(C)(C)(C)OC(NC1=C(C=C(C=C1)I)[N+](=O)[O-])=O ((4-Iodo-2-nitro-phenyl)-carbamic acid tert.-butyl ester), C1(=CC=CC=C1)C#C (phenylacetylene). Yields the product C(C)(C)(C)OC(NC1=C(C=C(C=C1)C#CC1=CC=CC=C1)[N+](=O)[O-])=O ((2-Nitro-4-phenylethynyl-phenyl)-carbamic acid tert.-butyl ester). Isolated yield 97.7%. RXN SMILES: [C:1]([O:5][C:6](=[O:18])[NH:7][C:8]1[CH:13]=[CH:12][C:11](I)=[CH:10][C:9]=1[N+:15]([O-:17])=[O:16])([CH3:4])([CH3:3])[CH3:2].[C:19]1([C:25]#[CH:26])[CH:24]=[CH:23][CH:22]=[CH:21][CH:20]=1>>[C:1]([O:5][C:6](=[O:18])[NH:7][C:8]1[CH:13]=[CH:12][C:11]([C:26]#[C:25][C:19]2[CH:24]=[CH:23][CH:22]=[CH:21][CH:20]=2)=[CH:10][C:9]=1[N+:15]([O-:17])=[O:16])([CH3:4])([CH3:3])[CH3:2]. Procedure details: Prepared from (4-iodo-2-nitro-phenyl)-carbamic acid tert.-butyl ester (Example A1) (5.64 g, 15 mmol) and phenylacetylene (2.47 mL, 22.5 mmol) according to the general procedure F. Obtained as a yellow solid (4.96 g). Reactants: Fc1ccc2c(c1)Sc1cc(F)ccc1C2=CBr, O=C([O-])[O-], CC1(C)OB(c2ccc3[nH]c(=O)[nH]c3c2)OC1(C)C, [Na+], [Na+], C1COCCO1, c1ccc(P(c2ccccc2)(c2ccccc2)[Pd](P(c2ccccc2)(c2ccccc2)c2ccccc2)(P(c2ccccc2)(c2ccccc2)c2ccccc2)P(c2ccccc2)(c2ccccc2)c2ccccc2)cc1. Yields the product O=c1[nH]c2ccc(C=C3c4ccc(F)cc4Sc4cc(F)ccc43)cc2[nH]1. Reaction SMILES: [Br:1][CH:2]=[C:3]1[c:4]2[cH:5][cH:6][c:7]([F:18])[cH:8][c:9]2[S:10][c:11]2[cH:12][c:13]([F:17])[cH:14][cH:15][c:16]21.[C:38](=[O:39])([O-:40])[O-:41].[CH3:19][C:20]1([CH3:21])[C:22]([CH3:23])([CH3:24])[O:25][B:26]([c:27]2[cH:28][c:29]3[c:30]([nH:31][c:32](=[O:34])[nH:33]3)[cH:35][cH:36]2)[O:37]1.[Na+:42].[Na+:43].[O:44]1[CH2:45][CH2:46][O:47][CH2:48][CH2:49]1.[cH:50]1[cH:51][cH:52][c:53]([P:54]([Pd:55]([P:56]([c:57]2[cH:58][cH:59][cH:60][cH:61][cH:62]2)([c:63]2[cH:64][cH:65][cH:66][cH:67][cH:68]2)[c:69]2[cH:70][cH:71][cH:72][cH:73][cH:74]2)([P:75]([c:76]2[cH:77][cH:78][cH:79][cH:80][cH:81]2)([c:82]2[cH:83][cH:84][cH:85][cH:86][cH:87]2)[c:88]2[cH:89][cH:90][cH:91][cH:92][cH:93]2)[P:94]([c:95]2[cH:96][cH:97][cH:98][cH:99][cH:100]2)([c:101]2[cH:102][cH:103][cH:104][cH:105][cH:106]2)[c:107]2[cH:108][cH:109][cH:110][cH:111][cH:112]2)([c:113]2[cH:114][cH:115][cH:116][cH:117][cH:118]2)[c:119]2[cH:120][cH:121][cH:122][cH:123][cH:124]2)[cH:125][cH:126]1>>[CH:2](=[C:3]1[c:4]2[cH:5][cH:6][c:7]([F:18])[cH:8][c:9]2[S:10][c:11]2[cH:12][c:13]([F:17])[cH:14][cH:15][c:16]21)[c:27]1[cH:28][c:29]2[c:30]([nH:31][c:32](=[O:34])[nH:33]2)[cH:35][cH:36]1. Reactants: Cc1nc(Cl)c2ccccc2n1, Nc1ccncc1. Yields the product Cc1nc(Nc2ccncc2)c2ccccc2n1. Reaction SMILES: [Cl:1][c:2]1[n:3][c:4]([CH3:12])[n:5][c:6]2[cH:7][cH:8][cH:9][cH:10][c:11]12.[NH2:13][c:14]1[cH:15][cH:16][n:17][cH:18][cH:19]1>>[c:2]1([NH:13][c:14]2[cH:15][cH:16][n:17][cH:18][cH:19]2)[n:3][c:4]([CH3:12])[n:5][c:6]2[cH:7][cH:8][cH:9][cH:10][c:11]12. Reactants: C(C1=CC=CC=C1)OC(=O)N[C@@H]1[C@H](C[C@@H](CC1)C(N(C)C)=O)NC(=O)OC(C)(C)C ((1S,2S,4R)-N1-Benzyloxycarbonyl-N2-(tert-butoxycarbonyl)-4-(N,N-dimethylcarbamoyl)-1,2-cyclohexanediamine), [H][H] (hydrogen). Reagents/catalysts: [Pd] (palladium on carbon). Solvent: O1CCCC1 (tetrahydrofuran). The product is C(C)(C)(C)OC(=O)N[C@H]1[C@H](CC[C@@H](C1)C(N(C)C)=O)N ((1S,2R,4S)-N2-(tert-Butoxycarbonyl)-4-(N,N-dimethylcarbamoyl)-1,2-cyclohexanediamine). Isolated yield 97.1%. RXN SMILES: C(OC([NH:11][C@H:12]1[CH2:17][CH2:16][C@@H:15]([C:18](=[O:22])[N:19]([CH3:21])[CH3:20])[CH2:14][C@@H:13]1[NH:23][C:24]([O:26][C:27]([CH3:30])([CH3:29])[CH3:28])=[O:25])=O)C1C=CC=CC=1.[H][H]>O1CCCC1.[Pd]>[C:27]([O:26][C:24]([NH:23][C@@H:13]1[CH2:14][C@@H:15]([C:18](=[O:22])[N:19]([CH3:20])[CH3:21])[CH2:16][CH2:17][C@@H:12]1[NH2:11])=[O:25])([CH3:30])([CH3:28])[CH3:29]. Procedure details: (1S,2S,4R)-N1-Benzyloxycarbonyl-N2-(tert-butoxycarbonyl)-4-(N,N-dimethylcarbamoyl)-1,2-cyclohexanediamine (560 mg) was dissolved in tetrahydrofuran (100 ml), and 10% palladium on carbon (220 mg) was added to stir the mixture for 17 hours in a hydrogen atmosphere. After the catalyst was removed by filtration, the filtrate was concentrated to obtain the title compound (370 mg) as a colorless oil. The reactants are ClC1=NC2=CC(=CC=C2C(=C1)C)Br (2-chloro-4-methyl-7-bromoquinoline), C[O-].[Na+] (sodium methoxide). The solvent is CO (methanol). The product is COC1=NC2=CC(=CC=C2C(=C1)C)Br (2-Methoxy-4-methyl-7-bromoquinoline). Isolated yield 89.5%. Reaction SMILES: Cl[C:2]1[CH:11]=[C:10]([CH3:12])[C:9]2[C:4](=[CH:5][C:6]([Br:13])=[CH:7][CH:8]=2)[N:3]=1.[CH3:14][O-:15].[Na+]>CO>[CH3:14][O:15][C:2]1[CH:11]=[C:10]([CH3:12])[C:9]2[C:4](=[CH:5][C:6]([Br:13])=[CH:7][CH:8]=2)[N:3]=1 |f:1.2|. Procedure: A mixture of 3.00 g (12.00 mM) of 2-chloro-4-methyl-7-bromoquinoline and 0.63 g (12.00 mM) of sodium methoxide was heated to reflux in 30 mL of dry methanol for 48 h. The methanol was then removed in vacuo, and the resultant concentrate was taken up in methylene chloride. This methylene chloride solution was washed repeatedly with saturated sodium chloride. After drying (MgSO4), solvent removal, and recrystallisation from toluene, 2.63 g (87%) of the product was obtained as white crystals: mp 58... Reactants: C1CCOC1, CNc1ccc(C#Cc2nc3ccc(O)cc3s2)cc1[N+](=O)[O-], [H-], [Na+]. Product: CCOCOc1ccc2nc(C#Cc3ccc(NC)c([N+](=O)[O-])c3)sc2c1. RXN SMILES: [CH2:26]1[CH2:27][CH2:28][CH2:29][O:30]1.[CH3:1][NH:2][c:3]1[c:4]([N+:21](=[O:22])[O-:23])[cH:5][c:6]([C:9]#[C:10][c:11]2[s:12][c:13]3[c:14]([n:15]2)[cH:16][cH:17][c:18]([OH:20])[cH:19]3)[cH:7][cH:8]1.[H-:25].[Na+:24]>>[CH3:1][NH:2][c:3]1[c:4]([N+:21](=[O:22])[O-:23])[cH:5][c:6]([C:9]#[C:10][c:11]2[s:12][c:13]3[c:14]([n:15]2)[cH:16][cH:17][c:18]([O:20][CH2:26][O:30][CH2:29][CH3:28])[cH:19]3)[cH:7][cH:8]1.